This data is from the Open Reaction Database (ORD), a public repository of structured organic reaction records. The task is: describe an organic reaction: reactants, conditions, products, and yield Reactants: N1C(=S)N=C(N)C=C1 (thiocytosine), ClCC#CCN1C(C=2C(C1=O)=CC=CC2)=O (N-(4-chlorobut-2-ynyl)phthalimide), CN(C)C=O (DMF), N12CCCN=CC2CCCC1 (1,5-diazabicyclo[5,4,0]undec-5-ene). The solvent is CCOC(=O)C (EtOAc), O (water). Reaction conditions: time 2 hour. Product: NC1=NC(=NC=C1)SCC#CCN1C(C=2C(C1=O)=CC=CC2)=O (4-amino-2-(4-phthalimidobut-2-ynylthio)pyrimidine). Isolated yield 94.1%. RXN SMILES: [NH:1]1[CH:8]=[CH:7][C:5]([NH2:6])=[N:4][C:2]1=[S:3].Cl[CH2:10][C:11]#[C:12][CH2:13][N:14]1[C:18](=[O:19])[C:17]2=[CH:20][CH:21]=[CH:22][CH:23]=[C:16]2[C:15]1=[O:24].CN(C=O)C.N12CCCCC1C=NCCC2>CCOC(C)=O.O>[NH2:6][C:5]1[CH:7]=[CH:8][N:1]=[C:2]([S:3][CH2:10][C:11]#[C:12][CH2:13][N:14]2[C:18](=[O:19])[C:17]3=[CH:20][CH:21]=[CH:22][CH:23]=[C:16]3[C:15]2=[O:24])[N:4]=1. Reported procedure: A mixture of thiocytosine (0.5 g.), N-(4-chlorobut-2-ynyl)phthalimide (1.03 g.), DMF (5 ml.) and 1,5-diazabicyclo[5,4,0]undec-5-ene (0.67 g.) was stirred for 2 hours. The solution was treated with water (20 ml.) and EtOAc (10 ml.) and the insoluble solid collected to give 4-amino-2-(4-phthalimidobut-2-ynylthio)pyrimidine (1.2 g.) m.p. 197°-202° (decomp.). Reactants: C(C1=CC=CC=C1)C1CCNCC1 (4-benzylpiperidine), ClCC(=O)Cl (a-chloroacetyl chloride), C(#N)C1=CC2=C(N=CN2)C=C1 (5-cyanobenzimidazole), C(C1=CC=CC=C1)C1CCN(CC1)C(=O)C(Cl)Cl ((4-benzylpiperidinecarbonyl)methylene chloride), [H-].[Na+] (NaH). Run in C1CCOC1 (THF), C(=O)([O-])[O-].[K+].[K+] (K2CO3), CN(C)C=O (DMF). Yields the product C(C1=CC=CC=C1)C1CCN(CC1)C(=O)C(Cl)Cl ((4-Benzylpiperidinecarbonyl)methylene chloride), C(C1=CC=CC=C1)C1CCN(CC1)C(=O)CN1C=NC2=C1C=C(C=C2)C#N (1-(4-benzylpiperidinecarbonyl)methyl-6-cyanobenzimidazole), C(C1=CC=CC=C1)C1CCN(CC1)C(=O)CN1C=NC2=C1C=CC(=C2)C#N (1-(4-benzylpiperidinecarbonyl)methyl-5-cyanobenzimidazole). The yield is 167.4%. Reaction SMILES: C(C1CCNCC1)C1C=CC=CC=1.ClCC(Cl)=O.[C:19]([C:21]1[CH:29]=[CH:28][C:24]2[N:25]=[CH:26][NH:27][C:23]=2[CH:22]=1)#[N:20].[CH2:30]([CH:37]1[CH2:42][CH2:41][N:40]([C:43]([CH:45]([Cl:47])[Cl:46])=[O:44])[CH2:39][CH2:38]1)[C:31]1[CH:36]=[CH:35][CH:34]=[CH:33][CH:32]=1.[H-].[Na+]>C1COCC1.C([O-])([O-])=O.[K+].[K+].CN(C=O)C>[CH2:30]([CH:37]1[CH2:38][CH2:39][N:40]([C:43]([CH:45]([Cl:47])[Cl:46])=[O:44])[CH2:41][CH2:42]1)[C:31]1[CH:32]=[CH:33][CH:34]=[CH:35][CH:36]=1.[CH2:30]([CH:37]1[CH2:38][CH2:39][N:40]([C:43]([CH2:45][N:27]2[C:23]3[CH:22]=[C:21]([C:19]#[N:20])[CH:29]=[CH:28][C:24]=3[N:25]=[CH:26]2)=[O:44])[CH2:41][CH2:42]1)[C:31]1[CH:36]=[CH:35][CH:34]=[CH:33][CH:32]=1.[CH2:30]([CH:37]1[CH2:38][CH2:39][N:40]([C:43]([CH2:45][N:25]2[C:24]3[CH:28]=[CH:29][C:21]([C:19]#[N:20])=[CH:22][C:23]=3[N:27]=[CH:26]2)=[O:44])[CH2:41][CH2:42]1)[C:31]1[CH:36]=[CH:35][CH:34]=[CH:33][CH:32]=1 |f:4.5,7.8.9|. Reported procedure: (4-Benzylpiperidinecarbonyl)methylene chloride was prepared by acylation of 4-benzylpiperidine (100 mmol) with a-chloroacetyl chloride (100 mmol) in THF (250 mL) and K2CO3 (100 mL. Alkylation of 5-cyanobenzimidazole (2 mmol) with (4-benzylpiperidinecarbonyl)methylene chloride (2 mmol) in DMF (5 mL) in the presence of NaH (3 mmol) at from 0° C. to room temperature over 16 hours, followed by purification on TLC plates gave 1-(4-benzylpiperidinecarbonyl)methyl-6-cyanobenzimidazole and 1-(4-benzylpi... Starting materials: CO, [H][H], N#Cc1cc(C(O)CNC2CC2)cc(Br)c1N. Yields the product N#Cc1cc(C(O)CNC2CC2)ccc1N. As a reaction SMILES: [CH3:20][OH:21].[H:18][H:19].[NH2:1][c:2]1[c:3]([Br:17])[cH:4][c:5]([CH:10]([CH2:11][NH:12][CH:13]2[CH2:14][CH2:15]2)[OH:16])[cH:6][c:7]1[C:8]#[N:9]>>[NH2:1][c:2]1[cH:3][cH:4][c:5]([CH:10]([CH2:11][NH:12][CH:13]2[CH2:14][CH2:15]2)[OH:16])[cH:6][c:7]1[C:8]#[N:9]. Starting materials: C1CCOC1, CS(=O)(=O)c1nccc(-c2cc3cn[nH]c3nc2-c2cccc(C(F)(F)F)c2)n1, N. Product: Nc1nccc(-c2cc3cn[nH]c3nc2-c2cccc(C(F)(F)F)c2)n1. RXN SMILES: [CH2:31]1[O:32][CH2:33][CH2:34][CH2:35]1.[CH3:2][S:3](=[O:4])(=[O:5])[c:6]1[n:7][cH:8][cH:9][c:10](-[c:12]2[cH:13][c:14]3[c:15]([n:16][c:17]2-[c:18]2[cH:19][c:20]([C:24]([F:25])([F:26])[F:27])[cH:21][cH:22][cH:23]2)[nH:28][n:29][cH:30]3)[n:11]1.[NH3:1]>>[NH2:1][c:6]1[n:7][cH:8][cH:9][c:10](-[c:12]2[cH:13][c:14]3[c:15]([n:16][c:17]2-[c:18]2[cH:19][c:20]([C:24]([F:25])([F:26])[F:27])[cH:21][cH:22][cH:23]2)[nH:28][n:29][cH:30]3)[n:11]1. The product is C(C)(C)(C)OC(=O)N1C(O[C@H]([C@H]1CC1=C(C=CC=C1)F)CC1=NC=CC=C1C(NC)=O)(C)C ((4R,5S)-4-(2-Fluoro-benzyl)-2,2-dimethyl-5-(3-methylcarbamoyl-pyridin-2-ylmethyl)-oxazolidine-3-carboxylic acid tert-butyl ester). RXN SMILES: [C:1]([O:5][C:6]([N:8]1[C@H:12]([CH2:13][C:14]2[CH:19]=[CH:18][CH:17]=[CH:16][C:15]=2[F:20])[C@H:11]([CH2:21][C:22]2[N:30]=[CH:29][CH:28]=[CH:27][C:23]=2[C:24](O)=[O:25])[O:10][C:9]1([CH3:32])[CH3:31])=[O:7])([CH3:4])([CH3:3])[CH3:2].Cl.[CH3:34][NH2:35]>>[C:1]([O:5][C:6]([N:8]1[C@H:12]([CH2:13][C:14]2[CH:19]=[CH:18][CH:17]=[CH:16][C:15]=2[F:20])[C@H:11]([CH2:21][C:22]2[C:23]([C:24](=[O:25])[NH:35][CH3:34])=[CH:27][CH:28]=[CH:29][N:30]=2)[O:10][C:9]1([CH3:32])[CH3:31])=[O:7])([CH3:4])([CH3:2])[CH3:3] |f:1.2|. Starting materials: C(C)(C)(C)OC(=O)N1C(O[C@H]([C@H]1CC1=C(C=CC=C1)F)CC1=C(C(=O)O)C=CC=N1)(C)C (2-[(4R,5S)-3-tert-butoxycarbonyl-4-(2-fluoro-benzyl)-2,2-dimethyl-oxazolidin-5-ylmethyl]-nicotinic acid), Cl.CN (methyl amine hydrochloride). Reported procedure: Using general reaction procedure 5 with 2-[(4R,5S)-3-tert-butoxycarbonyl-4-(2-fluoro-benzyl)-2,2-dimethyl-oxazolidin-5-ylmethyl]-nicotinic acid (0.5 g, 1.1 mmol) and methyl amine hydrochloride (0.38 mL, 5.6 mmol) gives the title compound. Starting materials: IC1=CC(=NC=C1C)N (4-iodo-5-methylpyridin-2-amine), C([O-])(O)=O.[Na+] (sodium bicarbonate), ClC(C(=O)OCC)C=O (ethyl 2-chloro-3-oxopropanoate). Run in C(OC)COC (dimethoxyethane), C(OC)COC (dimethoxyethane), ClCCl (dichloromethane). Run at temperature 100 celsius. Product: IC1=CC=2N(C=C1C)C(=CN2)C(=O)OCC (ethyl 7-iodo-6-methylimidazo[1,2-a]pyridine-3-carboxylate). RXN SMILES: [I:1][C:2]1[C:7]([CH3:8])=[CH:6][N:5]=[C:4]([NH2:9])[CH:3]=1.C(=O)(O)[O-].[Na+].Cl[CH:16]([CH:22]=O)[C:17]([O:19][CH2:20][CH3:21])=[O:18]>C(COC)OC.ClCCl>[I:1][C:2]1[C:7]([CH3:8])=[CH:6][N:5]2[C:16]([C:17]([O:19][CH2:20][CH3:21])=[O:18])=[CH:22][N:9]=[C:4]2[CH:3]=1 |f:1.2|. Reported procedure: To a suspension of 4-iodo-5-methylpyridin-2-amine (I-28A) (1.55 g. 6.6 mmol), sodium bicarbonate (0.67 g, 7.9 mmol) in dry dimethoxyethane (10 mL) at room temperature, ethyl 2-chloro-3-oxopropanoate (1 g, 6.41 mmol) in dimethoxyethane (1 mL) was added dropwise. The reaction mixture was heated to 100° C. for 1 h and then cooled to room temperature and diluted with dichloromethane (50 mL). The organic layer was washed with water, brine, dried over sodium sulfate and concentrated in vacuo. The brow... The reactants are N[C@@H]1CCC2=CC=CC=C12 ((R)-1-aminoindan), C(CCC(=O)Cl)(=O)Cl (succinoyl chloride). Product: [C@H]1(CCC2=CC=CC=C12)NC(CCC(=O)N[C@@H]1CCC2=CC=CC=C12)=O (N,N′-Bis-((R)-1-indanyl)succinamide). RXN SMILES: [NH2:1][C@H:2]1[C:10]2[C:5](=[CH:6][CH:7]=[CH:8][CH:9]=2)[CH2:4][CH2:3]1.[C:11](Cl)(=[O:17])[CH2:12][CH2:13][C:14](Cl)=[O:15]>>[C@H:2]1([NH:1][C:11](=[O:17])[CH2:12][CH2:13][C:14]([NH:1][C@H:2]2[C:10]3[C:5](=[CH:6][CH:7]=[CH:8][CH:9]=3)[CH2:4][CH2:3]2)=[O:15])[C:10]2[C:5](=[CH:6][CH:7]=[CH:8][CH:9]=2)[CH2:4][CH2:3]1. Procedure: This was prepared by the same procedure as in Example 73 starting from (R)-1-aminoindan (8.02 g, 60 mmole) and succinoyl chloride (2.32 g, 14 mmole), to give the white product, (1.30 g, 26.70%). Melting point: 266-9° C. The reactants are C1(CC1)N1C=NC(=C1C1=CC2=C(N=CN=C2SC)S1)C1=CC=CC=C1 (6-(1-cyclopropyl-4-phenyl-1H-imidazol-5-yl)-4-(methylthio)thieno[2,3-d]pyrimidine), C1(CC1)N1C=NC(=C1C1=CC2=C(N=CN=C2SC)S1)C1=CC=CC=C1 (6-(1-cyclopropyl-4-phenyl-1H-imidazol-5-yl)-4-(methylthio)thieno[2,3-d]pyrimidine), N (NH3), [NH4+].[Cl-] (NH4Cl). Solvent: O1CCOCC1 (dioxane), C(Cl)Cl (DCM), O (water). The product is C1(CC1)N1C=NC(=C1C1=CC2=C(N=CN=C2N)S1)C1=CC=CC=C1 (6-(1-Cyclopropyl-4-phenyl-1H-imidazol-5-yl)thieno[2,3-d]pyrimidin-4-amine). Isolated yield 35.0%. Reaction SMILES: [CH:1]1([N:4]2[C:8]([C:9]3[S:19][C:12]4[N:13]=[CH:14][N:15]=[C:16](SC)[C:11]=4[CH:10]=3)=[C:7]([C:20]3[CH:25]=[CH:24][CH:23]=[CH:22][CH:21]=3)[N:6]=[CH:5]2)[CH2:3][CH2:2]1.[NH3:26].[NH4+].[Cl-]>O1CCOCC1.C(Cl)Cl.O>[CH:1]1([N:4]2[C:8]([C:9]3[S:19][C:12]4[N:13]=[CH:14][N:15]=[C:16]([NH2:26])[C:11]=4[CH:10]=3)=[C:7]([C:20]3[CH:21]=[CH:22][CH:23]=[CH:24][CH:25]=3)[N:6]=[CH:5]2)[CH2:3][CH2:2]1 |f:2.3|. Procedure details: 6-(1-cyclopropyl-4-phenyl-1H-imidazol-5-yl)-4-(methylthio)thieno[2,3-d]pyrimidine (Intermediate 71) (25 mg), NH3 (aq. conc) and NH4Cl (sat. aq.) in dioxane (2 mL) were heated under microwave conditions (CEM explorer, 170° C., 4 hours). The reaction mixture was diluted with DCM and water. The aqueous layer was extracted with DCM and then the combined organics were concentrated. The crude product was purified by flash chromatography on silica eluting with Hex:EtOAc (1:1 to 100% EtOAc, then MeOH:Et... Starting materials: C(C)(=O)O[C@@H]1CC[C@H](CC1)C1=CC=C(C=C1)CCl (trans-O-acetyl-4-(4-chloromethylphenyl)-cyclohexanol), C(CC)NCCC (dipropylamine). Product: C(C)(=O)O[C@@H]1CC[C@H](CC1)C1=CC=C(C=C1)CN(CCC)CCC (trans-O-acetyl-4-(4-dipropylaminomethylphenyl)-cyclohexanol). Reaction SMILES: [C:1]([O:4][C@H:5]1[CH2:10][CH2:9][C@H:8]([C:11]2[CH:16]=[CH:15][C:14]([CH2:17]Cl)=[CH:13][CH:12]=2)[CH2:7][CH2:6]1)(=[O:3])[CH3:2].[CH2:19]([NH:22][CH2:23][CH2:24][CH3:25])[CH2:20][CH3:21]>>[C:1]([O:4][C@H:5]1[CH2:10][CH2:9][C@H:8]([C:11]2[CH:16]=[CH:15][C:14]([CH2:17][N:22]([CH2:23][CH2:24][CH3:25])[CH2:19][CH2:20][CH3:21])=[CH:13][CH:12]=2)[CH2:7][CH2:6]1)(=[O:3])[CH3:2]. Procedure details: from trans-O-acetyl-4-(4-chloromethylphenyl)-cyclohexanol and dipropylamine. Colourless oil. Starting materials: BrC=1C(=C(SC1)N)C1=NN=CN1 (4-bromo-3-(4H-1,2,4-triazol-3-yl)thiophen-2-amine), Cl.FC(C=1C=NC2=CC=CC(=C2C1)CC(=O)O)(F)F (2-(3-trifluoromethylquinolin-5-yl)acetic acid hydrogen chloride), Na. Product: BrC=1C(=C(SC1)NC(CC1=C2C=C(C=NC2=CC=C1)C(F)(F)F)=O)C1=NNC=N1 (N-(4-bromo-3-(1H-1,2,4-triazol-3-yl)thiophen-2-yl)-2-(3-(trifluoromethyl)quinolin-5-yl)acetamide). Reaction SMILES: [Br:1][C:2]1[C:3]([C:8]2[NH:12][CH:11]=[N:10][N:9]=2)=[C:4]([NH2:7])[S:5][CH:6]=1.Cl.[F:14][C:15]([F:31])([F:30])[C:16]1[CH:17]=[N:18][C:19]2[C:24]([CH:25]=1)=[C:23]([CH2:26][C:27](O)=[O:28])[CH:22]=[CH:21][CH:20]=2>>[Br:1][C:2]1[C:3]([C:8]2[N:12]=[CH:11][NH:10][N:9]=2)=[C:4]([NH:7][C:27](=[O:28])[CH2:26][C:23]2[CH:22]=[CH:21][CH:20]=[C:19]3[C:24]=2[CH:25]=[C:16]([C:15]([F:14])([F:31])[F:30])[CH:17]=[N:18]3)[S:5][CH:6]=1 |f:1.2|. Procedure: The title compound was prepared from 4-bromo-3-(4H-1,2,4-triazol-3-yl)thiophen-2-amine (56 mg, 228 umol) and 2-(3-trifluoromethylquinolin-5-yl)acetic acid hydrogen chloride (200 mg, 784 umol) according to the procedures outlined in Example 1.68.6., above. Method [7] retention time 5.93 min by HPLC (M+ 482 and 484) and (M+Na 504 and 506). 1H NMR (300 MHz, CDCl3) δ 12.45 (s, 1H), 9.23 (s, 1H), 8.84 (s, 1H), 8.37 (d, J=8.4 Hz, 1H), 8.03 (m, 1H), 7.85 (d, J=6.9 Hz, 1H), 7.74 (s, 1H), 6.95 (s, 1H), 4...